From a dataset of the Open Reaction Database (ORD), a public repository of structured organic reaction records. describe an organic reaction: reactants, conditions, products, and yield The reactants are C([O-])([O-])=O.[K+].[K+] (Potassium carbonate), BrCCCBr (1,3-dibromopropane), OC=1C=C(C=O)C=CC1OC (3-hydroxy-4-methoxy-benzaldehyde). The solvent is C(C)#N (acetonitrile). The product is COC1=C(C=C(CO)C=C1)OCCCOC (4-Methoxy-3-(3-methoxypropoxy)-benzyl alcohol), solid. Reaction SMILES: [C:1](=[O:4])([O-])[O-].[K+].[K+].Br[CH2:8][CH2:9][CH2:10]Br.[OH:12][C:13]1[CH:14]=[C:15]([CH:18]=[CH:19][C:20]=1[O:21][CH3:22])[CH:16]=[O:17]>C(#N)C>[CH3:22][O:21][C:20]1[CH:19]=[CH:18][C:15]([CH2:16][OH:17])=[CH:14][C:13]=1[O:12][CH2:8][CH2:9][CH2:10][O:4][CH3:1] |f:0.1.2|. Reported procedure: Potassium carbonate (272.3 g) and 1,3-dibromopropane (1.34 liters) are added to a solution of 3-hydroxy-4-methoxy-benzaldehyde (200 g) in acetonitrile and the white suspension is stirred under reflux for 19 hours. After cooling, the mixture is filtered, the solvent and excess 1,3-dibromopropane are removed under reduced pressure and the residue is purified by FC on silica gel (ethyl acetatelhexane 1:3). The title compound is obtained in the form of a white solid (334 g): Rf (ethyl acetate/hexane... Reaction SMILES: C1C=CC(P(C2C=CC=CC=2)C2C=CC=CC=2)=CC=1.C([O-])([O-])=O.[K+].[K+].Br[C:27]1[C:28]([CH3:42])=[C:29]([CH2:33][NH:34][C:35](=[O:41])[O:36][C:37]([CH3:40])([CH3:39])[CH3:38])[CH:30]=[CH:31][CH:32]=1.[CH3:43][C:44]([Si:47]([CH3:60])([CH3:59])[O:48][CH2:49][C:50]1[CH:51]=[C:52](B(O)O)[CH:53]=[CH:54][CH:55]=1)([CH3:46])[CH3:45]>O1CCOCC1.CC([O-])=O.CC([O-])=O.[Pd+2]>[CH3:46][C:44]([Si:47]([CH3:60])([CH3:59])[O:48][CH2:49][C:50]1[CH:51]=[C:52]([C:27]2[CH:32]=[CH:31][CH:30]=[C:29]([CH2:33][NH:34][C:35](=[O:41])[O:36][C:37]([CH3:40])([CH3:39])[CH3:38])[C:28]=2[CH3:42])[CH:53]=[CH:54][CH:55]=1)([CH3:43])[CH3:45] |f:1.2.3,7.8.9|. The product is CC(C)(C)[Si](OCC=1C=C(C=CC1)C1=C(C(=CC=C1)CNC(OC(C)(C)C)=O)C)(C)C (1,1-Dimethylethyl {[3′-({[(1,1-dimethylethyl)(dimethyl)silyl]oxy}methyl)-2-methyl-3-biphenylyl]methyl}carbamate). Run at temperature 60 celsius, time 8 hour. Run in O1CCOCC1 (1,4-dioxane). The yield is 64.7%. Starting materials: C1=CC=C(C=C1)P(C2=CC=CC=C2)C3=CC=CC=C3 (PPh3), CC(C)(C)[Si](OCC=1C=C(C=CC1)B(O)O)(C)C ([3-({[(1,1-dimethylethyl)(dimethyl)silyl]oxy}methyl)phenyl]boronic acid), C(=O)([O-])[O-].[K+].[K+] (K2CO3), BrC=1C(=C(C=CC1)CNC(OC(C)(C)C)=O)C (1,1-dimethylethyl [(3-bromo-2-methylphenyl)methyl]carbamate). Procedure: Pd(OAc)2 (25.8 mg, 0.115 mmol), PPh3 (120.6 mg, 0.46 mmol), K2CO3 (794.0 mg, 5.75 mmol) and 1,1-dimethylethyl [(3-bromo-2-methylphenyl)methyl]carbamate (1.15 g, 3.85 mmol) were suspended in anhydrous 1,4-dioxane (20 mL) under nitrogen. After the mixture was heated to 60° C. for 30 min, [3-({[(1,1-dimethylethyl)(dimethyl)silyl]oxy}methyl)phenyl]boronic acid (2.04 g, 4.62 mmol) was added. Then the mixture was stirred overnight at 100° C. After cooled to room temperature, the solvent was removed un... The reagents and catalysts are CC(=O)[O-].CC(=O)[O-].[Pd+2] (Pd(OAc)2). Starting materials: CCOC(=O)c1ccc(C#Cc2ccc3c(c2)C(C)(C)CCC3(C#N)O[Si](C)(C)C)cc1, O=P(Cl)(Cl)Cl, c1ccncc1. Product: CCOC(=O)c1ccc(C#Cc2ccc3c(c2)C(C)(C)CC=C3C#N)cc1. As a reaction SMILES: [C:1](#[N:2])[C:3]1([O:28][Si:29]([CH3:30])([CH3:31])[CH3:32])[c:4]2[cH:5][cH:6][c:7]([C:15]#[C:16][c:17]3[cH:18][cH:19][c:20]([C:21](=[O:22])[O:23][CH2:24][CH3:25])[cH:26][cH:27]3)[cH:8][c:9]2[C:10]([CH3:13])([CH3:14])[CH2:11][CH2:12]1.[P:33]([Cl:34])([Cl:35])([Cl:36])=[O:37].[cH:38]1[cH:39][cH:40][n:41][cH:42][cH:43]1>>[C:1](#[N:2])[C:3]1=[CH:12][CH2:11][C:10]([CH3:13])([CH3:14])[c:9]2[c:4]1[cH:5][cH:6][c:7]([C:15]#[C:16][c:17]1[cH:18][cH:19][c:20]([C:21](=[O:22])[O:23][CH2:24][CH3:25])[cH:26][cH:27]1)[cH:8]2. Yields the product C#CC(C)OC(=O)Nc1ccc(C2=NNC(=O)CC2C)cc1. RXN SMILES: [CH3:1][CH:2]([C:3]#[CH:4])[OH:5].[Cl:6][C:7]([Cl:8])=[O:9].[NH2:10][c:11]1[cH:12][cH:13][c:14]([C:17]2=[N:22][NH:21][C:20](=[O:23])[CH2:19][CH:18]2[CH3:24])[cH:15][cH:16]1>>[CH3:1][CH:2]([C:3]#[CH:4])[O:5][C:7](=[O:9])[NH:10][c:11]1[cH:12][cH:13][c:14]([C:17]2=[N:22][NH:21][C:20](=[O:23])[CH2:19][CH:18]2[CH3:24])[cH:15][cH:16]1. Starting materials: C#CC(C)O, O=C(Cl)Cl, CC1CC(=O)NN=C1c1ccc(N)cc1. Starting materials: ClC=1C=C(C=2N(N1)C=CN2)NC2=CC=C(C=C2)NC(OC(C)(C)C)=O (tert-butyl 4-(6-chloroimidazo[1,2-b]pyridazin-8-ylamino)phenylcarbamate), 1a. Reagents/catalysts: C(C)N(CC)CC (triethyl amine), [Pd] (Pd/C). The solvent is CCO (EtOH). Conditions: time 12 hour. Product: N=1C=CN2N=CC=C(C21)NC2=CC=C(C=C2)NC(OC(C)(C)C)=O (tert-butyl 4-(imidazo[1,2-b]pyridazin-8-ylamino)phenylcarbamate). The yield is 93.3%. RXN SMILES: Cl[C:2]1[CH:3]=[C:4]([NH:11][C:12]2[CH:17]=[CH:16][C:15]([NH:18][C:19](=[O:25])[O:20][C:21]([CH3:24])([CH3:23])[CH3:22])=[CH:14][CH:13]=2)[C:5]2[N:6]([CH:8]=[CH:9][N:10]=2)[N:7]=1>C(N(CC)CC)C.[Pd].CCO>[N:10]1[CH:9]=[CH:8][N:6]2[C:5]=1[C:4]([NH:11][C:12]1[CH:13]=[CH:14][C:15]([NH:18][C:19](=[O:25])[O:20][C:21]([CH3:23])([CH3:22])[CH3:24])=[CH:16][CH:17]=1)=[CH:3][CH:2]=[N:7]2. Procedure: To a mixture of tert-butyl 4-(6-chloroimidazo[1,2-b]pyridazin-8-ylamino)phenylcarbamate (0.1 g, 0.28 mmol) from 1a and EtOH (4 mL) in a 500 ml PARR bottle was added 10% Pd/C (0.02 g) and 2 drops of triethyl amine. The PARR bottle was then charged with H2 at 55 psi and allow to shake at room temperature for 12 hours. The reaction mixture was then filtered and the filtrate concentrated in vacuo to give 0.085 g of crude tert-butyl 4-(imidazo[1,2-b]pyridazin-8-ylamino)phenylcarbamate.